From a dataset of the Open Reaction Database (ORD), a public repository of structured organic reaction records. describe an organic reaction: reactants, conditions, products, and yield Reactants: [N+](=O)([O-])C1=C(C=CC=C1Cl)CC(=O)OCC (ethyl 2-(2-nitro-3-chlorophenyl)acetate), ClC1=C(C=CC(=C1)Cl)O (2,4-dichlorophenol), C([O-])([O-])=O.[K+].[K+] (potassium carbonate), cupric oxide. The product is [N+](=O)([O-])C1=C(C=CC=C1OC1=C(C=C(C=C1)Cl)Cl)CC(=O)O (2-[2-nitro-3-(2,4-dichlorophenoxy)phenyl]acetic acid). Yield: 17.1%. As a reaction SMILES: [N+:1]([C:4]1[C:9](Cl)=[CH:8][CH:7]=[CH:6][C:5]=1[CH2:11][C:12]([O:14]CC)=[O:13])([O-:3])=[O:2].[Cl:17][C:18]1[CH:23]=[C:22]([Cl:24])[CH:21]=[CH:20][C:19]=1[OH:25].C(=O)([O-])[O-].[K+].[K+]>>[N+:1]([C:4]1[C:9]([O:25][C:19]2[CH:20]=[CH:21][C:22]([Cl:24])=[CH:23][C:18]=2[Cl:17])=[CH:8][CH:7]=[CH:6][C:5]=1[CH2:11][C:12]([OH:14])=[O:13])([O-:3])=[O:2] |f:2.3.4|. Procedure details: A mixture of ethyl 2-(2-nitro-3-chlorophenyl)acetate (10 g.), 2,4-dichlorophenol (7.4 g.), anhydrous potassium carbonate (8.6 g.) and cupric oxide (1 g.) was treated in a similar manner to the above to give 2-[2-nitro-3-(2,4-dichlorophenoxy)phenyl]acetic acid (2.4 g.).